From a dataset of the Open Reaction Database (ORD), a public repository of structured organic reaction records. describe an organic reaction: reactants, conditions, products, and yield The reactants are FC(F)(F)c1ccc(Br)nc1, CC(c1ccc(B2OC(C)(C)C(C)(C)O2)cc1)N1CCC(CCCO)(c2ccc(F)cc2)OC1=O. The product is CC(c1ccc(-c2ccc(C(F)(F)F)cn2)cc1)N1CCC(CCCO)(c2ccc(F)cc2)OC1=O. RXN SMILES: [Br:36][c:37]1[n:38][cH:39][c:40]([C:43]([F:44])([F:45])[F:46])[cH:41][cH:42]1.[F:1][c:2]1[cH:3][cH:4][c:5]([C:8]2([CH2:32][CH2:33][CH2:34][OH:35])[CH2:9][CH2:10][N:11]([CH:15]([CH3:16])[c:17]3[cH:18][cH:19][c:20]([B:23]4[O:24][C:25]([CH3:26])([CH3:27])[C:28]([CH3:29])([CH3:30])[O:31]4)[cH:21][cH:22]3)[C:12](=[O:14])[O:13]2)[cH:6][cH:7]1>>[F:1][c:2]1[cH:3][cH:4][c:5]([C:8]2([CH2:32][CH2:33][CH2:34][OH:35])[CH2:9][CH2:10][N:11]([CH:15]([CH3:16])[c:17]3[cH:18][cH:19][c:20](-[c:37]4[n:38][cH:39][c:40]([C:43]([F:44])([F:45])[F:46])[cH:41][cH:42]4)[cH:21][cH:22]3)[C:12](=[O:14])[O:13]2)[cH:6][cH:7]1. Reactants: C1(=CC(=CC=C1)CN)CN (metaxylylenediamine), NCC1CC(CCC1)CN (1,3-bis(aminomethyl)cyclohexane). Run in C1(=CC(=CC=C1)C)C (metaxylene). Product: NCC1CC(CCC1)C (3-aminomethyl-1-methylcyclohexane), CC=1C=C(CN)C=CC1 (3-methylbenzylamine). As a reaction SMILES: [NH2:1][CH2:2][CH:3]1[CH2:8][CH2:7][CH2:6][CH:5]([CH2:9]N)[CH2:4]1.[C:11]1([CH2:19]N)[CH:16]=[CH:15][CH:14]=[C:13]([CH2:17][NH2:18])[CH:12]=1>C1(C)C=CC=C(C)C=1>[NH2:1][CH2:2][CH:3]1[CH2:8][CH2:7][CH2:6][CH:5]([CH3:9])[CH2:4]1.[CH3:19][C:11]1[CH:12]=[C:13]([CH:14]=[CH:15][CH:16]=1)[CH2:17][NH2:18]. Procedure details: As a result of analysis by gaschromatography, it was found the yield of 1,3-bis(aminomethyl)cyclohexane was 33.3 mol % and as other products 0.3 mol % of metaxylene, 0.6 mol % of 3-aminomethyl-1-methylcyclohexane, 4.7 mol of 3-methylbenzylamine and 61.1 mol % of unreacted metaxylylenediamine were obtained. The reactants are [N-]=[N+]=[N-].[Na+] (NaN3), COC(CNC(=O)C=1C(C2=CC=CC=C2C1C1=CC=CC=C1)=O)=O ([(1-Oxo-3-phenyl-1H-indene-2-carbonyl)-amino]-acetic acid methyl ester), C(C)(=O)O (acetic acid), N (NH3). Solvent: OS(=O)(=O)O (H2SO4). Reaction conditions: time 30 minute. Yields the product COC(CNC(=O)C=1N=C(C2=CC=CC=C2C1OC(C)=O)C1=CC=CC=C1)=O ([(4-acetoxy-1-phenyl-isoquinoline-3-carbonyl)-amino]-acetic acid methyl ester). RXN SMILES: [CH3:1][O:2][C:3](=[O:24])[CH2:4][NH:5][C:6]([C:8]1[C:9](=[O:23])[C:10]2[C:15]([C:16]=1[C:17]1[CH:22]=[CH:21][CH:20]=[CH:19][CH:18]=1)=[CH:14][CH:13]=[CH:12][CH:11]=2)=[O:7].[N-]=[N+]=[N-].[Na+].[NH3:29].[C:30]([OH:33])(=O)[CH3:31]>OS(O)(=O)=O>[CH3:1][O:2][C:3](=[O:24])[CH2:4][NH:5][C:6]([C:8]1[N:29]=[C:16]([C:17]2[CH:22]=[CH:21][CH:20]=[CH:19][CH:18]=2)[C:15]2[C:10]([C:9]=1[O:23][C:30](=[O:33])[CH3:31])=[CH:11][CH:12]=[CH:13][CH:14]=2)=[O:7] |f:1.2|. Procedure details: [(1-Oxo-3-phenyl-1H-indene-2-carbonyl)-amino]-acetic acid methyl ester (1.864 g, 5.8 mmol) was dissolved in a mixture of concentrated H2SO4 (16 ml) and glacial acetic acid (16 ml) at 50 to 60° C. Then NaN3 (985 mg, 15 mmol) was added in portions with stirring so that the temperature did not exceed 60° C. Stirring was then continued at 50 to 60° C. for additional 30 min before the mixture was poured onto ice (200 g). The resulting mixture was basified by addition of concentrated aqueous NH3 (55 m...